This data is from the Open Reaction Database (ORD), a public repository of structured organic reaction records. The task is: describe an organic reaction: reactants, conditions, products, and yield The reactants are O(C1=CC=CC=C1)CC(=O)O (phenoxyacetic acid), O=P(Cl)(Cl)Cl (POCl3), N1=CNC2=C1C=CC(=C2)C(=O)NN (benzimidazol-5-carbohydrazide), COC=1C=CC(=CC1)P2(=S)SP(=S)(S2)C=3C=CC(=CC3)OC (Lawesson's reagent). Product: O(C1=CC=CC=C1)CC1=NN=C(S1)C1=CC2=C(NC=N2)C=C1 (5-(5-(Phenoxymethyl)-1,3,4-thiadiazol-2-yl)-1H-benzo[d]imidazole). As a reaction SMILES: [O:1]([CH2:8][C:9](O)=O)[C:2]1[CH:7]=[CH:6][CH:5]=[CH:4][CH:3]=1.[N:12]1[C:16]2[CH:17]=[CH:18][C:19]([C:21]([NH:23][NH2:24])=O)=[CH:20][C:15]=2[NH:14][CH:13]=1.COC1C=CC(P2(SP(C3C=CC(OC)=CC=3)(=S)S2)=[S:34])=CC=1.O=P(Cl)(Cl)Cl>>[O:1]([CH2:8][C:9]1[S:34][C:21]([C:19]2[CH:18]=[CH:17][C:16]3[NH:12][CH:13]=[N:14][C:15]=3[CH:20]=2)=[N:23][N:24]=1)[C:2]1[CH:7]=[CH:6][CH:5]=[CH:4][CH:3]=1. Reported procedure: The compound was synthesized starting from phenoxyacetic acid (153 mg; 1 mmol), benzimidazol-5-carbohydrazide (176 mg; 1 mmol), Lawesson's reagent (606 mg; 1.5 mmol) and POCl3 (0.137 ml; 1.5 mmol) as described in method 3; yield: 0.031 g (10.1%); MS m/z: 309.0 [M+H]+; 1H-NMR (DMSO d6, 400 MHz): δ 5.64 (s, 2H); 6.99-7.03 (m, 1H); 7.09-7.12 (m, 2H); 7.32-7.36 (m, 2H); 7.84 (d, 1H, 3J=8.3 Hz); 7.98 (dd, 1H, 4J=1.7 Hz, 3J=8.3 Hz); 8.31 (d, 1H, 4J=1.7 Hz); 8.90 (s, 1H); HPLC (METHOD [A]): rt 12.07 mi... Starting materials: C(=O)(O)[O-].[Na+] (NaHCO3), solution, ClN1C(CCC1=O)=O (N-chloro succinimide), C(C)(C)(C)OC(=O)N1CCC(CC1)C1=C(C=CC=C1)S[Si](C(C)C)(C(C)C)C(C)C (4-(2-Triisopropylsilanylsulfanyl-phenyl)-piperidine-1-carboxylic acid tert-butyl ester), O.O.[F-].C(CCC)[N+](CCCC)(CCCC)CCCC (tetrabutylammonium fluoride dihydrate), N1C=CC2=CC=CC=C12 (indole). Solvent: ClCCCl (1,2-dichloro-ethane), C1CCOC1 (THF), C1CCOC1 (THF), C1CCOC1 (THF). Reaction conditions: temperature 0 celsius, time 1 hour. The product is C(C)(C)(C)OC(=O)N1CCC(CC1)C1=C(C=CC=C1)SC1=CNC2=CC=CC=C12 (4-[2-(1H-indol-3-ylsulfanyl)-phenyl]-piperidine-1-carboxylic acid tert-butyl ester). The yield is 6.3%. RXN SMILES: [C:1]([O:5][C:6]([N:8]1[CH2:13][CH2:12][CH:11]([C:14]2[CH:19]=[CH:18][CH:17]=[CH:16][C:15]=2[S:20][Si](C(C)C)(C(C)C)C(C)C)[CH2:10][CH2:9]1)=[O:7])([CH3:4])([CH3:3])[CH3:2].O.O.[F-].C([N+:38]([CH2:47][CH2:48][CH2:49][CH3:50])([CH2:43][CH2:44][CH2:45][CH3:46])CCCC)CCC.ClN1C(=O)CCC1=O.N1C2C(=CC=CC=2)C=C1.C([O-])(O)=O.[Na+]>C1COCC1.ClCCCl>[C:1]([O:5][C:6]([N:8]1[CH2:13][CH2:12][CH:11]([C:14]2[CH:19]=[CH:18][CH:17]=[CH:16][C:15]=2[S:20][C:48]2[C:49]3[C:43](=[CH:44][CH:45]=[CH:46][CH:50]=3)[NH:38][CH:47]=2)[CH2:10][CH2:9]1)=[O:7])([CH3:4])([CH3:2])[CH3:3] |f:1.2.3.4,7.8|. Procedure: 1.58 g 4-(2-Triisopropylsilanylsulfanyl-phenyl)-piperidine-1-carboxylic acid tert-butyl ester (3.51 mmol) in 10 mL THF was added to 1.21 g tetrabutylammonium fluoride dihydrate (3.85 mmol) in 5 mL THF at 0° C. The reaction mixture was stirred 1 hour at 0° C., filtered through a plug of silica (eluted with EtOAc/heptane 1:1) and concentrated in vacuo. The residue was redissolved in 14 mL THF. 2 mL of this solution (≈0.5 mmol) was added to 67 mg N-chloro succinimide (0.50 mmol) in 2 mL 1,2-dichlor... Starting materials: BrC1=CC=CC=2N=C(SC21)N=C=O (7-Bromobenzothiazol-2-yl isocyanate), dimethyl acetal, C(C#C)NCC=O (2-propargylaminoacetaldehyde). Solvent: C1=CC=CC=C1 (benzene). Run at time 1 hour. Yields the product dimethyl acetal, C(C#C)N(C(=O)NC=1SC2=C(N1)C=CC=C2Br)CC=O (2-[1-propargyl-3-(7-bromobenzothiazol-2-yl)ureido]acetaldehyde). Reaction SMILES: [Br:1][C:2]1[C:10]2[S:9][C:8]([N:11]=[C:12]=[O:13])=[N:7][C:6]=2[CH:5]=[CH:4][CH:3]=1.[CH2:14]([NH:17][CH2:18][CH:19]=[O:20])[C:15]#[CH:16]>C1C=CC=CC=1>[CH2:14]([N:17]([CH2:18][CH:19]=[O:20])[C:12]([NH:11][C:8]1[S:9][C:10]2[C:2]([Br:1])=[CH:3][CH:4]=[CH:5][C:6]=2[N:7]=1)=[O:13])[C:15]#[CH:16]. Reported procedure: 7-Bromobenzothiazol-2-yl isocyanate dimer (0.1 mole), the dimethyl acetal of 2-propargylaminoacetaldehyde (0.2 mole) and benzene (100 ml) are charged into a glass reaction vessel equipped with a mechanical stirrer and thermometer. The reaction mixture is stirred at ambient temperatures for a period of about one hour. After this time the reaction mixture is filtered, and the filtrate is stripped of solvent to yield the desired product the dimethyl acetal of 2-[1-propargyl-3-(7-bromobenzothiazol-2... Starting materials: N1C=NC=C1 (Imidazole), C([O-])([O-])=O.[K+].[K+] (potassium carbonate), cuprous chloride, CN1C(CCC1)=O (N-methylpyrrolidone), C(CCCC)NCC1=C(C=CC(=C1)Br)OC (N-pentyl-(5-bromo-2-methoxyphenyl) methylamine). Run in C(C)(=O)OCC (ethyl acetate). Run at time 7 hour. Product: C(CCCC)NCC1=C(C=CC(=C1)C=1NC=CN1)OC (N-pentyl-(5-imidazolyl-2-methoxyphenyl)methylamine). Yield: 58.6%. RXN SMILES: [NH:1]1[CH:5]=[CH:4][N:3]=[CH:2]1.C(=O)([O-])[O-].[K+].[K+].CN1CCCC1=O.[CH2:19]([NH:24][CH2:25][C:26]1[CH:31]=[C:30](Br)[CH:29]=[CH:28][C:27]=1[O:33][CH3:34])[CH2:20][CH2:21][CH2:22][CH3:23]>C(OCC)(=O)C>[CH2:19]([NH:24][CH2:25][C:26]1[CH:31]=[C:30]([C:2]2[NH:1][CH:5]=[CH:4][N:3]=2)[CH:29]=[CH:28][C:27]=1[O:33][CH3:34])[CH2:20][CH2:21][CH2:22][CH3:23] |f:1.2.3|. Procedure: Imidazole (11.8 g, 0.173 mol), potassium carbonate (0.147 mol), cuprous chloride (1.4 g, 0.014 mol), and N-methylpyrrolidone (270 ml) were added to N-pentyl-(5-bromo-2-methoxyphenyl) methylamine (38.0 g, 0.133 mol), and then the mixture was heated with stirring at 178°-182° C. for 7 hours. The reaction mixture was cooled and added with ethyl acetate (200 ml), and then, inorganic salts and the like were removed by filtration and the solvent was evaporated. The residue was extracted with ethyl ace... Reactants: BrC=1C(=NC=CC1)COC1=C(C=CC(=C1)Cl)I (3-Bromo-2-(5-chloro-2-iodo-phenoxymethyl)-pyridine). Reagents/catalysts: Cl[Pd]([P](C1=CC=CC=C1)(C2=CC=CC=C2)C3=CC=CC=C3)([P](C4=CC=CC=C4)(C5=CC=CC=C5)C6=CC=CC=C6)Cl (PdCl2(PPh3)2). Solvent: C(C)NCC (diethylamine), CCOCC (ether). Conditions: time 1 hour. The product is BrC=1C(=NC=CC1)COC1=C(C=CC(=C1)Cl)C#CCC (3-Bromo-2-(2-but-1-ynyl-5-chloro-phenoxymethyl)-pyridine). Isolated yield 147.4%. Reaction SMILES: [Br:1][C:2]1[C:3]([CH2:8][O:9][C:10]2[CH:15]=[C:14]([Cl:16])[CH:13]=[CH:12][C:11]=2I)=[N:4][CH:5]=[CH:6][CH:7]=1>C(NCC)C.CCOCC.Cl[Pd](Cl)([P](C1C=CC=CC=1)(C1C=CC=CC=1)C1C=CC=CC=1)[P](C1C=CC=CC=1)(C1C=CC=CC=1)C1C=CC=CC=1>[Br:1][C:2]1[C:3]([CH2:8][O:9][C:10]2[CH:15]=[C:14]([Cl:16])[CH:13]=[CH:12][C:11]=2[C:7]#[C:2][CH2:3][CH3:8])=[N:4][CH:5]=[CH:6][CH:7]=1 |^1:30,49|. Reported procedure: 3-Bromo-2-(5-chloro-2-iodo-phenoxymethyl)-pyridine (3.8 g, 8.9 mmol), is placed in a pressure flask, dissolved in diethylamine:acetonitrile:THF (18 mL:4 mL:4 mL), and degassed with nitrogen for 15 min. An excess of 1-butyne is bubbled through the solution followed by the addition of Cut (507 mg, 2.66 mmol), and PdCl2(PPh3)2 (623 mg, 0.888 mmol). The mixture is stirred at room temperature for 1 h. The mixture is then diluted with ether and washed with saturated aqueous ammonium chloride and brine... The reactants are C(C(=O)[O-])(=O)OCC1=CC=CC=C1 (benzyl oxalate), Cl (HCl), [OH-].[Na+] (NaOH), C(C)(C)(C)[Li] (tert-butyllithium), C(=O)(OC(C)(C)C)NC1=C(C=NC=C1)C (4-(N-Bocamino)-3-methylpyridine). Solvent: C1CCOC1 (THF), CCCCC (pentane). Run at temperature -40 celsius, time 1 hour. Yields the product N1C(=CC=2C=NC=CC21)C(=O)OCC2=CC=CC=C2 (Benzyl 1H-pyrrolo[3,2-c]pyridine-2-carboxylate). Isolated yield 44.6%. RXN SMILES: C([Li])(C)(C)C.[C:6]([NH:13][C:14]1[CH:19]=[CH:18][N:17]=[CH:16][C:15]=1[CH3:20])(OC(C)(C)C)=O.[C:21]([O:26][CH2:27][C:28]1[CH:33]=[CH:32][CH:31]=[CH:30][CH:29]=1)(=[O:25])C([O-])=O.Cl.[OH-].[Na+]>CCCCC.C1COCC1>[NH:13]1[C:14]2[CH:19]=[CH:18][N:17]=[CH:16][C:15]=2[CH:20]=[C:6]1[C:21]([O:26][CH2:27][C:28]1[CH:33]=[CH:32][CH:31]=[CH:30][CH:29]=1)=[O:25] |f:4.5|. Reported procedure: 40 ml of 1.7M tert-butyllithium in pentane are added, at −40° C. under nitrogen, to 5 g of 4-(N-Bocamino)-3-methylpyridine. After stirring for 1 hour at −40° C., the lithiated derivative thus formed is added to 12.9 g of benzyl oxalate in 100 ml of THF at −40° C. The mixture is allowed to return to 0° C., it is left stirring for 2 hours, 25 ml of 6N HCl are then added and this mixture is heated at 50° C. for one and a half hours. The pH is brought to 9 by addition of 1N NaOH, the mixture is then... The reactants are O=C(n1ccnc1)n1ccnc1, CCCN, O=C(O)Cn1c(-c2ccc(Cl)cc2)nc2cccnc21, C1CCOC1. Yields the product CCCNC(=O)Cn1c(-c2ccc(Cl)cc2)nc2cccnc21. RXN SMILES: [C:21]([n:22]1[cH:23][cH:24][n:25][cH:26]1)([n:27]1[cH:28][cH:29][n:30][cH:31]1)=[O:32].[CH2:33]([CH2:34][CH3:35])[NH2:36].[Cl:1][c:2]1[cH:3][cH:4][c:5](-[c:8]2[n:9][c:10]3[c:11]([n:12][cH:13][cH:14][cH:15]3)[n:16]2[CH2:17][C:18](=[O:19])[OH:20])[cH:6][cH:7]1.[O:37]1[CH2:38][CH2:39][CH2:40][CH2:41]1>>[Cl:1][c:2]1[cH:3][cH:4][c:5](-[c:8]2[n:9][c:10]3[c:11]([n:12][cH:13][cH:14][cH:15]3)[n:16]2[CH2:17][C:18](=[O:20])[NH:36][CH2:33][CH2:34][CH3:35])[cH:6][cH:7]1. Starting materials: CC(C)C[AlH]CC(C)C, ClCCl, CCOC(=O)CCc1cccc(O)c1. Product: OCCCc1cccc(O)c1. As a reaction SMILES: [CH3:15][CH:16]([CH2:17][AlH:18][CH2:19][CH:20]([CH3:21])[CH3:22])[CH3:23].[Cl:24][CH2:25][Cl:26].[OH:1][c:2]1[cH:3][c:4]([CH2:8][CH2:9][C:10](=[O:11])[O:12][CH2:13][CH3:14])[cH:5][cH:6][cH:7]1>>[OH:1][c:2]1[cH:3][c:4]([CH2:8][CH2:9][CH2:10][OH:11])[cH:5][cH:6][cH:7]1. The reactants are C1CCOC1, C[Si](C)(C)[N-][Si](C)(C)C, CN1Cc2c(Cl)cc(Cl)cc2C(c2ccccc2NC(=O)CO)C1, [Na+]. The product is CN1Cc2c(Cl)cc(Cl)cc2C(c2ccccc2N2C(=O)COC2=O)C1. As a reaction SMILES: [CH2:35]1[CH2:37][CH2:36][CH2:38][O:39]1.[CH3:25][Si:26]([CH3:27])([CH3:28])[N-:29][Si:30]([CH3:31])([CH3:32])[CH3:33].[Cl:1][c:2]1[cH:3][c:4]2[c:9]([c:10]([Cl:12])[cH:11]1)[CH2:8][N:7]([CH3:13])[CH2:6][CH:5]2[c:14]1[c:15]([NH:20][C:21]([CH2:22][OH:23])=[O:24])[cH:16][cH:17][cH:18][cH:19]1.[Na+:34]>>[Cl:1][c:2]1[cH:3][c:4]2[c:9]([c:10]([Cl:12])[cH:11]1)[CH2:8][N:7]([CH3:13])[CH2:6][CH:5]2[c:14]1[c:15]([N:20]2[C:21](=[O:24])[CH2:22][O:23][C:38]2=[O:39])[cH:16][cH:17][cH:18][cH:19]1.